From a dataset of the Open Reaction Database (ORD), a public repository of structured organic reaction records. describe an organic reaction: reactants, conditions, products, and yield The reactants are O=C(OCc1cc2ccccc2o1)Oc1ccc([N+](=O)[O-])cc1, C1CCOC1, CC(C)[Si]1(C(C)C)OCC2OC(n3ccc(N)nc3=O)C(F)(F)C2O[Si](C(C)C)(C(C)C)O1. The product is CC(C)[Si]1(C(C)C)OCC2OC(n3ccc(NC(=O)OCc4cc5ccccc5o4)nc3=O)C(F)(F)C2O[Si](C(C)C)(C(C)C)O1. Reaction SMILES: [C:34]([O:35][CH2:36][c:37]1[o:38][c:39]2[c:40]([cH:41]1)[cH:42][cH:43][cH:44][cH:45]2)([O:46][c:48]1[cH:49][cH:50][c:51]([N+:52]([O-:53])=[O:54])[cH:55][cH:56]1)=[O:47].[CH2:57]1[O:58][CH2:59][CH2:60][CH2:61]1.[NH2:1][c:2]1[n:3][c:4](=[O:33])[n:5]([CH:8]2[C:9]([F:31])([F:32])[CH:10]3[O:11][Si:12]([CH:25]([CH3:26])[CH3:27])([CH:28]([CH3:29])[CH3:30])[O:13][Si:14]([CH:19]([CH3:20])[CH3:21])([CH:22]([CH3:23])[CH3:24])[O:15][CH2:16][CH:17]3[O:18]2)[cH:6][cH:7]1>>[NH:1]([c:2]1[n:3][c:4](=[O:33])[n:5]([CH:8]2[C:9]([F:31])([F:32])[CH:10]3[O:11][Si:12]([CH:25]([CH3:26])[CH3:27])([CH:28]([CH3:29])[CH3:30])[O:13][Si:14]([CH:19]([CH3:20])[CH3:21])([CH:22]([CH3:23])[CH3:24])[O:15][CH2:16][CH:17]3[O:18]2)[cH:6][cH:7]1)[C:34]([O:35][CH2:36][c:37]1[o:38][c:39]2[c:40]([cH:41]1)[cH:42][cH:43][cH:44][cH:45]2)=[O:46]. The solvent is CO (MeOH). The product is NCCC[C@@H](CC1=CC=CC=C1)N(S(=O)(=O)C1=C(C=CC=C1)OC(F)(F)F)CC(=O)OCC ((S)-Ethyl 2-(N-(5-amino-1-phenylpentan-2-yl)-2-(trifluoromethoxy)phenylsulfonamido)acetate). Conditions: time 12 hour. The reagents and catalysts are O=[Pt]=O (PtO2), [Pt] (Pt/C). RXN SMILES: [C:1](/[CH:3]=[CH:4]/[C@H:5]([N:13]([CH2:28][C:29]([O:31][CH2:32][CH3:33])=[O:30])[S:14]([C:17]1[CH:22]=[CH:21][CH:20]=[CH:19][C:18]=1[O:23][C:24]([F:27])([F:26])[F:25])(=[O:16])=[O:15])[CH2:6][C:7]1[CH:12]=[CH:11][CH:10]=[CH:9][CH:8]=1)#[N:2].C(O)(C(F)(F)F)=O>CO.O=[Pt]=O.[Pt]>[NH2:2][CH2:1][CH2:3][CH2:4][C@H:5]([N:13]([CH2:28][C:29]([O:31][CH2:32][CH3:33])=[O:30])[S:14]([C:17]1[CH:22]=[CH:21][CH:20]=[CH:19][C:18]=1[O:23][C:24]([F:26])([F:27])[F:25])(=[O:16])=[O:15])[CH2:6][C:7]1[CH:12]=[CH:11][CH:10]=[CH:9][CH:8]=1. Starting materials: C(#N)/C=C/[C@@H](CC1=CC=CC=C1)N(S(=O)(=O)C1=C(C=CC=C1)OC(F)(F)F)CC(=O)OCC ((R,E)-Ethyl 2-(N-(4-cyano-1-phenylbut-3-en-2-yl)-2-(trifluoromethoxy)phenylsulfonamido)acetate), C(=O)(C(F)(F)F)O (TFA). Procedure: To a solution of compound 31h (3.7 g, 7.7 mmol) in MeOH (200 mL) were added PtO2 (0.1 g), Pt/C (0.3 g) and TFA (1.9 g). The mixture was hydrogenated in a Parr shaker at 48 psi for 12 h. The mixture was filtered and concentrated. The product was directly used in the next reaction step without further purification.